This data is from the Open Reaction Database (ORD), a public repository of structured organic reaction records. The task is: describe an organic reaction: reactants, conditions, products, and yield Reactants: [OH-].[Na+] (sodium hydroxide), COC(C(O)C1=CC=C(C=C1)C1=C(C=C(C=C1)C(CC)(C1=CC(=C(C=C1)CCC(C(C)(C)C)O)C)CC)C)=O ((4′-{1-ethyl-1-[4-(3-hydroxy-4,4-dimethyl-pentyl)-3-methyl-phenyl]-propyl}-2′-methyl-biphenyl-4-yl)hydroxy-acetic acid methyl ester), Cl (hydrochloric acid). Solvent: CO (methanol). Conditions: time 4 hour. Yields the product C(C)C(CC)(C1=CC(=C(C=C1)CCC(C(C)(C)C)O)C)C1=CC(=C(C=C1)C1=CC=C(C=C1)C(C(=O)O)O)C ((4′-{1-ethyl-1-[4-(3-hydroxy-4,4-dimethyl-pentyl)-3-methyl-phenyl]-propyl}-2′-methyl-biphenyl-4-yl)-hydroxy-acetic Acid). Yield: 98.8%. Reaction SMILES: [OH-].[Na+].C[O:4][C:5](=[O:41])[CH:6]([C:8]1[CH:13]=[CH:12][C:11]([C:14]2[CH:19]=[CH:18][C:17]([C:20]([CH2:38][CH3:39])([C:23]3[CH:28]=[CH:27][C:26]([CH2:29][CH2:30][CH:31]([OH:36])[C:32]([CH3:35])([CH3:34])[CH3:33])=[C:25]([CH3:37])[CH:24]=3)[CH2:21][CH3:22])=[CH:16][C:15]=2[CH3:40])=[CH:10][CH:9]=1)[OH:7].Cl>CO>[CH2:21]([C:20]([C:17]1[CH:18]=[CH:19][C:14]([C:11]2[CH:10]=[CH:9][C:8]([CH:6]([OH:7])[C:5]([OH:41])=[O:4])=[CH:13][CH:12]=2)=[C:15]([CH3:40])[CH:16]=1)([C:23]1[CH:28]=[CH:27][C:26]([CH2:29][CH2:30][CH:31]([OH:36])[C:32]([CH3:34])([CH3:35])[CH3:33])=[C:25]([CH3:37])[CH:24]=1)[CH2:38][CH3:39])[CH3:22] |f:0.1|. Procedure: A 2 N sodium hydroxide aqueous solution (0.022 mL) was added to a solution of (4′-{1-ethyl-1-[4-(3-hydroxy-4,4-dimethyl-pentyl)-3-methyl-phenyl]-propyl}-2′-methyl-biphenyl-4-yl)hydroxy-acetic acid methyl ester (Example 154-(3); 5.0 mg, 0.0094 mmol) in methanol (0.15 mL) at room temperature, and the mixture was stirred at room temperature for four hours. The mixture was acidified with dilute hydrochloric acid aqueous solution, followed by extraction with ethyl acetate. The extract was dried over ...